describe an organic reaction: reactants, conditions, products, and yield From a dataset of the Open Reaction Database (ORD), a public repository of structured organic reaction records. Starting materials: C(CCC)C1=CN(C=2CCC(CC2C1=O)C)C=1C(=C(C(=CC1)C1=CC=CC=C1)C(=O)[O-])C ((3-butyl-1,4,5,6,7,8-hexahydro-6-methyl-4-oxo-1-quinolinyl)-methyl(1,1'-biphenyl)-2-carboxylate), C(C)(=O)O (acetic acid). Solvent: [OH-].[Na+] (sodium hydroxide). Conditions: temperature 60 celsius. Yields the product C(CCC)C1=CN(C=2CCC(CC2C1=O)C)CC1=CC=C(C=C1)C=1C(=CC=CC1)C(=O)O (4'-[(3-butyl-1,4,5,6,7,8-hexahydro-6-methyl-4-oxo-1-quinolinyl)-methyl)(1,1'-biphenyl)-2-carboxylic acid). Reaction SMILES: [CH2:1]([C:5]1[C:14](=[O:15])[C:13]2[CH2:12][CH:11]([CH3:16])[CH2:10][CH2:9][C:8]=2[N:7]([C:17]2[C:18]([CH3:32])=[C:19](C([O-])=O)[C:20](C3C=CC=CC=3)=[CH:21][CH:22]=2)[CH:6]=1)[CH2:2][CH2:3][CH3:4].[C:33]([OH:36])(=[O:35])[CH3:34]>[OH-].[Na+]>[CH2:1]([C:5]1[C:14](=[O:15])[C:13]2[CH2:12][CH:11]([CH3:16])[CH2:10][CH2:9][C:8]=2[N:7]([CH2:17][C:18]2[CH:19]=[CH:20][C:21]([C:6]3[C:34]([C:33]([OH:36])=[O:35])=[CH:3][CH:2]=[CH:1][CH:5]=3)=[CH:22][CH:32]=2)[CH:6]=1)[CH2:2][CH2:3][CH3:4] |f:2.3|. Reported procedure: Using the procedure of Example 31, 0.4 g of product A of Example 32 in 10 ml of 2N sodium hydroxide were reacted. The mixture was stirred over-night at about 60° C. and the medium was cooled to ambient temperature, acidified with glacial acetic acid, decanted, impasted in a solution of 2N hydrochloric acid, separated, dried and crystallized from 50 ml of an ethanol-water 49-1 mixture to obtain 0.220 g of the expected product melting at 255° C. Reactants: C(C1=CC=CC=C1)(=O)O (Benzoic acid), N(=NC(=O)OCC)C(=O)OCC (diethyl azodicarboxylate), C1(=CC=CC=C1)P(C1=CC=CC=C1)C1=CC=CC=C1 (triphenylphosphine), solution, O1C[C@@H]([C@@H]2[C@H]1OCC2)O ((3R,3aR,6aS)-hexahydrofuro[2,3-b]furan-3-ol). Solvent: C1(=CC=CC=C1)C (toluene), C1(=CC=CC=C1)C (toluene). Run at time 8 hour. Yields the product C(C1=CC=CC=C1)(=O)O[C@@H]1CO[C@@H]2OCC[C@@H]21 ((3S,3aR,6aS)-hexahydrofuro[2,3-b]furan-3-yl benzoate). The yield is 5.3%. Reaction SMILES: [O:1]1[C@@H:5]2[O:6][CH2:7][CH2:8][C@@H:4]2[C@@H:3]([OH:9])[CH2:2]1.[C:10](O)(=[O:17])[C:11]1[CH:16]=[CH:15][CH:14]=[CH:13][CH:12]=1.N(C(OCC)=O)=NC(OCC)=O.C1(P(C2C=CC=CC=2)C2C=CC=CC=2)C=CC=CC=1>C1(C)C=CC=CC=1>[C:10]([O:9][C@H:3]1[C@@H:4]2[C@@H:5]([O:6][CH2:7][CH2:8]2)[O:1][CH2:2]1)(=[O:17])[C:11]1[CH:16]=[CH:15][CH:14]=[CH:13][CH:12]=1. Reported procedure: (3R,3aR,6aS)-Hexahydrofuro[2,3-b]furan-3-ol (125 mg) obtained in Example 25 was dissolved in toluene (2 mL). Benzoic acid (214 mg), a 40 wt % solution (705 mg) of diethyl azodicarboxylate in toluene, and triphenylphosphine (416 mg) were added. The mixture was stirred overnight. After the reaction, 10% of the solution was purified by flash chromatography to give the title compound (12 mg) (88% ee), which was almost a pure anti-form.